From a dataset of the Open Reaction Database (ORD), a public repository of structured organic reaction records. describe an organic reaction: reactants, conditions, products, and yield The reactants are CC#N, CC(C)(C)OC(=O)N1CCN(c2cnc3ccc(-c4cnc(Cl)c(NS(=O)(=O)c5ccccc5)c4)cc3n2)CC1, O=C(O)C(F)(F)F. The product is O=S(=O)(Nc1cc(-c2ccc3ncc(N4CCNCC4)nc3c2)cnc1Cl)c1ccccc1. As a reaction SMILES: [CH3:48][C:49]#[N:50].[Cl:1][c:2]1[c:3]([NH:31][S:32](=[O:33])(=[O:34])[c:35]2[cH:36][cH:37][cH:38][cH:39][cH:40]2)[cH:4][c:5](-[c:8]2[cH:9][cH:10][c:11]3[n:12][cH:13][c:14]([N:18]4[CH2:19][CH2:20][N:21]([C:24]([O:25][C:26]([CH3:27])([CH3:28])[CH3:29])=[O:30])[CH2:22][CH2:23]4)[n:15][c:16]3[cH:17]2)[cH:6][n:7]1.[OH:41][C:42]([C:43]([F:44])([F:45])[F:46])=[O:47]>>[Cl:1][c:2]1[c:3]([NH:31][S:32](=[O:33])(=[O:34])[c:35]2[cH:36][cH:37][cH:38][cH:39][cH:40]2)[cH:4][c:5](-[c:8]2[cH:9][cH:10][c:11]3[n:12][cH:13][c:14]([N:18]4[CH2:19][CH2:20][NH:21][CH2:22][CH2:23]4)[n:15][c:16]3[cH:17]2)[cH:6][n:7]1. Reactants: BrC=1SC(=CN1)C (2-bromo-5-methylthiazole), ClC1=NC=CC(=C1)F (2-chloro-4-fluoropyridine), CCOC(=O)C (EtOAc), C(CCC)[Li] (n-butyllithium), hexanes. Reagents/catalysts: C1=CC=C(C=C1)P([C-]2C=CC=C2)C3=CC=CC=C3.C1=CC=C(C=C1)P([C-]2C=CC=C2)C3=CC=CC=C3.Cl[Pd]Cl.[Fe+2] (Pd(dppf)Cl2), [Cl-].[Zn+2].[Cl-] (zinc(II) chloride). Solvent: C1CCOC1 (THF), hexanes, CCOCC (Et2O), C1CCOC1 (THF). Run at temperature -78 celsius, time 15 minute. The product is FC1=CC(=NC=C1)C=1SC(=CN1)C (2-(4-fluoropyridin-2-yl)-5-methylthiazole). Yield: 24.4%. RXN SMILES: Br[C:2]1[S:3][C:4]([CH3:7])=[CH:5][N:6]=1.C([Li])CCC.Cl[C:14]1[CH:19]=[C:18]([F:20])[CH:17]=[CH:16][N:15]=1.CCOC(C)=O>C1COCC1.CCOCC.[Cl-].[Zn+2].[Cl-].C1C=CC(P(C2C=CC=CC=2)[C-]2C=CC=C2)=CC=1.C1C=CC(P(C2C=CC=CC=2)[C-]2C=CC=C2)=CC=1.Cl[Pd]Cl.[Fe+2]>[F:20][C:18]1[CH:17]=[CH:16][N:15]=[C:14]([C:2]2[S:3][C:4]([CH3:7])=[CH:5][N:6]=2)[CH:19]=1 |f:6.7.8,9.10.11.12|. Procedure details: To a dry 10 mL Schlenk flask equipped with a stir bar and placed under N2 atmosphere was added 2-bromo-5-methylthiazole (244 mg, 1.37 mmol) in THF (5 mL). The flask was cooled to −78° C. To the solution was added n-butyllithium in hexanes (0.55 mL, 1.37 mmol). The solution was stirred for 15 minutes. To the solution was added zinc(II) chloride in THF (2.74 mL, 1.37 mmol). The solution was immediately allowed to warm to r.t. (using a r.t. water bath) with stirring for 30 min. To the solution was ... Starting materials: C(C)(C)(C)OC(NCC1=CC2=C(N(C(=N2)CN2C(N(C(C3=CC=CC=C23)=O)C2CC2)=O)CCC(C)C)C=C1)=O ([2-(3-cyclopropyl-2,4-dioxo-3,4-dihydro-2H-quinazolin-1-ylmethyl)-1-(3-methyl-butyl)-1H-benzoimidazol-5-ylmethyl]-carbamic acid tert-butyl ester), Cl (HCl), C(=C)C1=NNC2=CC=CC=C12 (3-vinyl-1H-indazole), C(C)(C)(C)OC(=O)NCC1=CC2=C(N(C(=N2)CCl)CCCCOC(C(C)(C)C)=O)C=C1 (2,2-dimethyl-propionic acid 4-[5-(tert-butoxycarbonylamino-methyl)-2-chloromethyl-benzoimidazol-1-yl]-butyl ester). The yield is 71.0%. Procedure: The procedure for the preparation of [2-(3-cyclopropyl-2,4-dioxo-3,4-dihydro-2H-quinazolin-1-ylmethyl)-1-(3-methyl-butyl)-1H-benzoimidazol-5-ylmethyl]-carbamic acid tert-butyl ester was followed starting with 3-vinyl-1H-indazole (140 mg, 0.970 mmol) and 2,2-dimethyl-propionic acid 4-[5-(tert-butoxycarbonylamino-methyl)-2-chloromethyl-benzoimidazol-1-yl]-butyl ester; HCl salt (474 mg, 0.614 mmol). After quenching with water, a gum formed. The water was decanted and the residue partitioned between... As a reaction SMILES: C(OC(=O)NCC1C=CC2N(CCC(C)C)C(CN3C4C(=CC=CC=4)C(=O)N(C4CC4)C3=O)=NC=2C=1)(C)(C)C.[CH:40]([C:42]1[C:50]2[C:45](=[CH:46][CH:47]=[CH:48][CH:49]=2)[NH:44][N:43]=1)=[CH2:41].[C:51]([O:55][C:56]([NH:58][CH2:59][C:60]1[CH:81]=[CH:80][C:63]2[N:64]([CH2:69][CH2:70][CH2:71][CH2:72][O:73][C:74](=[O:79])[C:75]([CH3:78])([CH3:77])[CH3:76])[C:65]([CH2:67]Cl)=[N:66][C:62]=2[CH:61]=1)=[O:57])([CH3:54])([CH3:53])[CH3:52].Cl>>[C:51]([O:55][C:56]([NH:58][CH2:59][C:60]1[CH:81]=[CH:80][C:63]2[N:64]([CH2:69][CH2:70][CH2:71][CH2:72][O:73][C:74](=[O:79])[C:75]([CH3:78])([CH3:77])[CH3:76])[C:65]([CH2:67][N:44]3[C:45]4[C:50](=[CH:49][CH:48]=[CH:47][CH:46]=4)[C:42]([CH:40]=[CH2:41])=[N:43]3)=[N:66][C:62]=2[CH:61]=1)=[O:57])([CH3:54])([CH3:52])[CH3:53]. Product: C(C)(C)(C)OC(=O)NCC1=CC2=C(N(C(=N2)CN2N=C(C3=CC=CC=C23)C=C)CCCCOC(C(C)(C)C)=O)C=C1 (2,2-dimethyl-propionic acid 4-[5-(tert-butoxycarbonylamino-methyl)-2-(3-vinyl-indazol-1-ylmethyl)-benzoimidazol-1-yl]-butyl ester). Starting materials: O=C(OOC(=O)c1ccccc1)c1ccccc1, Cc1ccc(S(=O)(=O)NC2CCCCC2)c2ccccc12, ClC(Cl)(Cl)Cl, O=C1CCC(=O)N1Br. Yields the product O=S(=O)(NC1CCCCC1)c1ccc(CBr)c2ccccc12. As a reaction SMILES: [C:30]([O:31][O:32][C:33](=[O:34])[c:35]1[cH:36][cH:37][cH:38][cH:39][cH:40]1)(=[O:41])[c:42]1[cH:43][cH:44][cH:45][cH:46][cH:47]1.[CH:1]1([NH:7][S:8](=[O:9])(=[O:10])[c:11]2[cH:12][cH:13][c:14]([CH3:21])[c:15]3[cH:16][cH:17][cH:18][cH:19][c:20]23)[CH2:2][CH2:3][CH2:4][CH2:5][CH2:6]1.[Cl:48][C:49]([Cl:50])([Cl:51])[Cl:52].[O:22]=[C:23]1[N:24]([Br:29])[C:25](=[O:26])[CH2:27][CH2:28]1>>[CH:1]1([NH:7][S:8](=[O:9])(=[O:10])[c:11]2[cH:12][cH:13][c:14]([CH2:21][Br:29])[c:15]3[cH:16][cH:17][cH:18][cH:19][c:20]23)[CH2:2][CH2:3][CH2:4][CH2:5][CH2:6]1. Run in C(Cl)Cl (methylene chloride). Product: N[N+](=O)[O-].N[N+](=O)[O-].[NH4+] (ammonium dinitramide). RXN SMILES: [N+:1]([NH:4]C(OCC)=O)([O-:3])=[O:2].[NH4+:10].N>C(Cl)Cl>[NH2:4][N+:1]([O-:3])=[O:2].[NH2:4][N+:1]([O-:3])=[O:2].[NH4+:10] |f:0.1,4.5.6|. Yield: 113.3%. Procedure: This solution was then added to a suspension of 7.5 grams (49.7 mmoles) of the ammonium N-nitrourethane prepared in Example I and suspended in 200 ml of methylene chloride which had been previously cooled to -50° C. before the addition. The reaction was allowed to proceed for one hour, warming to -30° C. over that hour. Excess ammonia gas was then added to raise the pH to 10. The solution was then filtered and the insoluble material was collected and digested 20 min in 150 ml of acetonitrile. Th... The reactants are [N+](=O)([O-])NC(=O)OCC.[NH4+] (ammonium N-nitrourethane), N (ammonia). Run at temperature -50 celsius, time 1 hour. Starting materials: C(C)OC(C1=CC(C(=O)N(CCC)C)=CC(=C1)C=O)=O (5-formyl-N-methyl-N-propyl-isophthalamic acid ethyl ester), C[Si](C(F)(F)F)(C)C (trimethyl(trifluoromethyl)silane), [F-].C(CCC)[N+](CCCC)(CCCC)CCCC (tetrabutylammonium fluoride). Run in C1CCOC1 (THF). Conditions: temperature 0 celsius, time 2 hour. The product is C(C)OC(C1=CC(C(=O)N(CCC)C)=CC(=C1)C(C(F)(F)F)O)=O (N-Methyl-N-propyl-5-(2,2,2-trifluoro-1-hydroxyethyl)-isophthalamic acid ethyl ester). As a reaction SMILES: [CH2:1]([O:3][C:4](=[O:20])[C:5]1[CH:17]=[C:16]([CH:18]=[O:19])[CH:15]=[C:7]([C:8]([N:10]([CH3:14])[CH2:11][CH2:12][CH3:13])=[O:9])[CH:6]=1)[CH3:2].C[Si](C)(C)[C:23]([F:26])([F:25])[F:24].[F-].C([N+](CCCC)(CCCC)CCCC)CCC>C1COCC1>[CH2:1]([O:3][C:4](=[O:20])[C:5]1[CH:17]=[C:16]([CH:18]([OH:19])[C:23]([F:26])([F:25])[F:24])[CH:15]=[C:7]([C:8]([N:10]([CH3:14])[CH2:11][CH2:12][CH3:13])=[O:9])[CH:6]=1)[CH3:2] |f:2.3|. Procedure details: Treat a solution of 5-formyl-N-methyl-N-propyl-isophthalamic acid ethyl ester (500 mg, 1.8 mmol) in THF (10 mL) at 0° C. with trimethyl(trifluoromethyl)silane (0.5 M in THF, 5.4 mL, 2.70 mmol) and tetrabutylammonium fluoride (1.0 M in THF, 2.7 mL, 2.70 mmol). Stir at 0° C. for 2 h and quench with saturated aqueous NaHCO3. Extract with ethyl acetate (100 mL), dry (magnesium sulfate) and concentrate to give the crude title product which is used in the next step without further purification. The reactants are C=O, CC#N, OCC1CCNCC1. Yields the product CN1CCC(CO)CC1. Reaction SMILES: [CH2:9]=[O:10].[CH3:11][C:12]#[N:13].[NH:1]1[CH2:2][CH2:3][CH:4]([CH2:7][OH:8])[CH2:5][CH2:6]1>>[N:1]1([CH3:9])[CH2:2][CH2:3][CH:4]([CH2:7][OH:8])[CH2:5][CH2:6]1. Starting materials: IC1=CC2=C(NCCN2)N=C1 (7-Iodo-1,2,3,4-tetrahydropyrido[2,3-b]pyrazine), CN1CCN(CC1)C1=NC=C(C=C1)B1OC(C(O1)(C)C)(C)C (1-methyl-4-[5-(4,4,5,5-tetramethyl-[1,3,2]dioxaborolan-2-yl)pyridin-2-yl]piperazine). Product: CN1CCN(CC1)C1=CC=C(C=N1)C1=CC2=C(NCCN2)N=C1 (7-[6-(4-Methylpiperazin-1-yl)pyridin-3-yl]-1,2,3,4-tetrahydropyrido[2,3-b]pyrazine). Yield: 20.0%. As a reaction SMILES: I[C:2]1[CH:11]=[N:10][C:5]2[NH:6][CH2:7][CH2:8][NH:9][C:4]=2[CH:3]=1.[CH3:12][N:13]1[CH2:18][CH2:17][N:16]([C:19]2[CH:24]=[CH:23][C:22](B3OC(C)(C)C(C)(C)O3)=[CH:21][N:20]=2)[CH2:15][CH2:14]1>>[CH3:12][N:13]1[CH2:14][CH2:15][N:16]([C:19]2[N:20]=[CH:21][C:22]([C:2]3[CH:11]=[N:10][C:5]4[NH:6][CH2:7][CH2:8][NH:9][C:4]=4[CH:3]=3)=[CH:23][CH:24]=2)[CH2:17][CH2:18]1. Reported procedure: 7-Iodo-1,2,3,4-tetrahydropyrido[2,3-b]pyrazine (704 mg) was reacted with 1-methyl-4-[5-(4,4,5,5-tetramethyl-[1,3,2]dioxaborolan-2-yl)pyridin-2-yl]piperazine as in General Procedure 4A to give the title compound as a yellow solid (20% yield). M.p. 225° C. (dec), LCMS: m/z=311.13 (M+H+), 1H-NMR (CDCl3, 400 MHz) δ 2.35 (s, 3H), 2.49-2.56 (m, 4H), 3.36-3.42 (m, 2H), 3.53-3.63 (m, 6H), 4.90 (bs, 1H), 6.68 (d, J=8.8 Hz, 1H), 6.77 (d, J=1.5 Hz, 1H), 7.58 (dd, J=8.8 Hz, 2.3 Hz, 1H), 7.63 (d, J=1.3 Hz, 1...